Dataset: the Open Reaction Database (ORD), a public repository of structured organic reaction records. Task: describe an organic reaction: reactants, conditions, products, and yield Reactants: FC(OC1=C(C=C(C=C1)C=1OC=C(N1)CNC(C1=NC=CC=C1C)=O)O)F (N-[2-(4-difluoromethoxy-3-hydroxyphenyl)oxazol-4-ylmethyl]-3-methylpicolinamide), BrCCC=C (4-bromo-1-butene). Product: C(CC=C)OC=1C=C(C=CC1OC(F)F)C=1OC=C(N1)CNC(C1=NC=CC=C1C)=O (N-[2-(3-but-3-enyloxy-4-difluoromethoxy phenyl)oxazol-4-ylmethyl]-3-methylpicolinamide). As a reaction SMILES: [F:1][CH:2]([F:27])[O:3][C:4]1[CH:9]=[CH:8][C:7]([C:10]2[O:11][CH:12]=[C:13]([CH2:15][NH:16][C:17](=[O:25])[C:18]3[C:23]([CH3:24])=[CH:22][CH:21]=[CH:20][N:19]=3)[N:14]=2)=[CH:6][C:5]=1[OH:26].Br[CH2:29][CH2:30][CH:31]=[CH2:32]>>[CH2:32]([O:26][C:5]1[CH:6]=[C:7]([C:10]2[O:11][CH:12]=[C:13]([CH2:15][NH:16][C:17](=[O:25])[C:18]3[C:23]([CH3:24])=[CH:22][CH:21]=[CH:20][N:19]=3)[N:14]=2)[CH:8]=[CH:9][C:4]=1[O:3][CH:2]([F:1])[F:27])[CH2:31][CH:30]=[CH2:29]. Procedure details: Using the compound obtained in Example 97 and 4-bromo-1-butene, colorless oily N-[2-(3-but-3-enyloxy-4-difluoromethoxy phenyl)oxazol-4-ylmethyl]-3-methylpicolinamide was obtained following the procedure of Example 3. Reported procedure: 1-Benzyl-4-(1-methyl-1-phenyl-ethyl)-piperazine (290 mg, 1.0 mmol) was dissolved in ethanol (3 ml), and the solution was mixed with 10% palladium-carbon (60 mg) and stirred at room temperature for 15 hours in an atmosphere of hydrogen. The catalyst was removed by filtering the reaction solution, and the solvent was removed by evaporation under a reduced pressure to obtain crude 4-(1-methyl-1-phenyl-ethyl)-piperazine. The thus obtained crude 4-(1-methyl-1-phenyl-ethyl)-piperazine, 2a-(4-bromobuty... Solvent: C(C)O (ethanol). Yields the product CC(C)(C1=CC=CC=C1)N1CCNCC1 (4-(1-methyl-1-phenyl-ethyl)-piperazine). The reactants are C(C1=CC=CC=C1)N1CCN(CC1)C(C)(C1=CC=CC=C1)C (1-Benzyl-4-(1-methyl-1-phenyl-ethyl)-piperazine), [H][H] (hydrogen). Reagents/catalysts: [C].[Pd] (palladium-carbon). RXN SMILES: C([N:8]1[CH2:13][CH2:12][N:11]([C:14]([CH3:22])([C:16]2[CH:21]=[CH:20][CH:19]=[CH:18][CH:17]=2)[CH3:15])[CH2:10][CH2:9]1)C1C=CC=CC=1.[H][H]>C(O)C.[C].[Pd]>[CH3:22][C:14]([N:11]1[CH2:10][CH2:9][NH:8][CH2:13][CH2:12]1)([C:16]1[CH:21]=[CH:20][CH:19]=[CH:18][CH:17]=1)[CH3:15] |f:3.4|. Reactants: C(#N)C1(CC1)C=1C=CC(=C(CN[C@@H]2[C@@H](NCCC2)C2=CC=CC=C2)C1)OC ((2S,3S)-3-(5-(1-Cyanocyclopropyl)-2-methoxybenzyl)amino-2-phenylpiperidine), Cl.CO (hydrogen chloride methanol). The product is Cl.Cl.C(#N)C1(CC1)C=1C=CC(=C(CN[C@@H]2[C@@H](NCCC2)C2=CC=CC=C2)C1)OC ((2S,3S)-3-(5-(1-Cyanocyclopropyl)-2-methoxybenzyl)amino-2-phenylpiperidine dihydrochloride). Isolated yield 85.0%. Reaction SMILES: [C:1]([C:3]1([C:6]2[CH:7]=[CH:8][C:9]([O:26][CH3:27])=[C:10]([CH:25]=2)[CH2:11][NH:12][C@H:13]2[CH2:18][CH2:17][CH2:16][NH:15][C@H:14]2[C:19]2[CH:24]=[CH:23][CH:22]=[CH:21][CH:20]=2)[CH2:5][CH2:4]1)#[N:2].[ClH:28].CO>>[ClH:28].[ClH:28].[C:1]([C:3]1([C:6]2[CH:7]=[CH:8][C:9]([O:26][CH3:27])=[C:10]([CH:25]=2)[CH2:11][NH:12][C@H:13]2[CH2:18][CH2:17][CH2:16][NH:15][C@H:14]2[C:19]2[CH:20]=[CH:21][CH:22]=[CH:23][CH:24]=2)[CH2:4][CH2:5]1)#[N:2] |f:1.2,3.4.5|. Procedure: Compound 4 (89 mg, 0.25 mmol) was treated with hydrogen chloride-methanol (5 ml). After the solvent was evaporated in vacuo, the residue (pale yellow solid) was recrystallized from ethanol-diethyl ether to give Compound 5 (91 mg, 85%) as a white solid.